The task is: describe an organic reaction: reactants, conditions, products, and yield. This data is from the Open Reaction Database (ORD), a public repository of structured organic reaction records. The reactants are CO, [Li+], C1CCOC1, [OH-], CCOC(=O)C1CCC(Oc2ccc3[nH]ncc3c2)CC1. Yields the product O=C(O)C1CCC(Oc2ccc3[nH]ncc3c2)CC1. RXN SMILES: [CH3:24][OH:25].[Li+:22].[O:26]1[CH2:27][CH2:28][CH2:29][CH2:30]1.[OH-:23].[nH:1]1[n:2][cH:3][c:4]2[cH:5][c:6]([O:10][CH:11]3[CH2:12][CH2:13][CH:14]([C:17](=[O:18])[O:19][CH2:20][CH3:21])[CH2:15][CH2:16]3)[cH:7][cH:8][c:9]12>>[nH:1]1[n:2][cH:3][c:4]2[cH:5][c:6]([O:10][CH:11]3[CH2:12][CH2:13][CH:14]([C:17](=[O:18])[OH:19])[CH2:15][CH2:16]3)[cH:7][cH:8][c:9]12.